Task: describe an organic reaction: reactants, conditions, products, and yield. Dataset: the Open Reaction Database (ORD), a public repository of structured organic reaction records The reactants are C(C)(C)OC(=O)C1(CC1)C1=CC=C(C=C1)C1=CC=C(C=C1)C1=C(C(=NO1)C)C(=O)OC (Methyl 5-(4′-(1-(isopropoxycarbonyl)cyclopropyl)biphenyl-4-yl)-3-methylisoxazole-4-carboxylate), [OH-].[Na+] (sodium hydroxide), C1CCOC1 (THF). Run in C(C)O (ethanol), O (water). Conditions: time 3 hour. Product: C(CC)OC(=O)C1(CC1)C1=CC=C(C=C1)C1=CC=C(C=C1)C1=C(C(=NO1)C)C(=O)O (5-(4′-(1-(propoxycarbonyl)cyclopropyl)biphenyl-4-yl)-3-methylisoxazole-4-carboxylic acid). Reaction SMILES: [CH:1]([O:4][C:5]([C:7]1([C:10]2[CH:15]=[CH:14][C:13]([C:16]3[CH:21]=[CH:20][C:19]([C:22]4[O:26][N:25]=[C:24]([CH3:27])[C:23]=4[C:28]([O:30]C)=[O:29])=[CH:18][CH:17]=3)=[CH:12][CH:11]=2)[CH2:9][CH2:8]1)=[O:6])([CH3:3])C.[OH-].[Na+].[CH2:34]1COCC1>C(O)C.O>[CH2:1]([O:4][C:5]([C:7]1([C:10]2[CH:15]=[CH:14][C:13]([C:16]3[CH:21]=[CH:20][C:19]([C:22]4[O:26][N:25]=[C:24]([CH3:27])[C:23]=4[C:28]([OH:30])=[O:29])=[CH:18][CH:17]=3)=[CH:12][CH:11]=2)[CH2:8][CH2:9]1)=[O:6])[CH2:3][CH3:34] |f:1.2|. Procedure details: To the methyl ester from Step 5 (5.2 g, 12.4 mmol) in THF (100 mL) and ethanol (20 mL) was added a solution of sodium hydroxide (1.5 g, 37.2 mmol) in water (40 mL). The solution was stirred at room temperature 3 hours. ˜50 mL solvent evaporated and 200 mL water added. The product was precipitated out of solution with dilute hydrochloric acid to pH 2. The product was isolated by filtration to yield 4.6 grams of the title compound. Reactants: CC1(CC(CC(C1)(C)C)C=O)C (3,3,5,5-tetramethyl-cyclohexanecarboxaldehyde), C[Mg+].[Br-] (MeMgBr), COC=C1CCC(CC1)(C)C (4-methoxymethylene-1,1-dimethyl-cyclohexane), CC1(CC(CC(C1)(C)C)C=O)C (3,3,5,5-tetramethyl-cyclohexanecarboxaldehyde), C=1C=C[NH+]=CC1.[O-][Cr](=O)(=O)Cl (PCC), enol ether, C(=O)(C(F)(F)F)O (TFA). Solvent: C1CCOC1.CCOCC (THF Et2O), C(Cl)Cl (DCM), CCO (methylcarbinol), C(Cl)Cl (DCM). Product: CC1(CCC(CC1)C(C)=O)C (1-(4,4-dimethylcyclohexyl)ethanone). RXN SMILES: C[O:2][CH:3]=[C:4]1[CH2:9][CH2:8][C:7]([CH3:11])([CH3:10])[CH2:6][CH2:5]1.[C:12](O)(C(F)(F)F)=O.CC1(C)CC(C)(C)CC(C=O)C1.C[Mg+].[Br-].C1C=C[NH+]=CC=1.[O-][Cr](Cl)(=O)=O>C1COCC1.CCOCC.C(Cl)Cl.CCO>[CH3:10][C:7]1([CH3:11])[CH2:8][CH2:9][CH:4]([C:3](=[O:2])[CH3:12])[CH2:5][CH2:6]1 |f:3.4,5.6,7.8|. Reported procedure: The compounds listed in the Examples 54, 55 and 56 below were made starting from a common cyclohexanone precursor. For the synthesis of the compounds in Examples 54 and 55 below, 4,4-dimethylcyclohexanone was converted by a four-step process into 1-(4,4-dimethylcyclohexyl)ethanone. The 4-step process is similar to that given in Example 53: the Wittig reagent generated as in Example 53 from (methoxymethyl)triphenylphosphonium chloride and NaH in THF was used to form the corresponding enol ether p... The reactants are CC(C)(C)OC(=O)N1CCOc2c(Br)cccc2C1, Cc1ccccc1B(O)O, CCO, Cc1ccccc1, [Na+], [Na+], O=C([O-])[O-], O, c1ccc(P(c2ccccc2)(c2ccccc2)[Pd](P(c2ccccc2)(c2ccccc2)c2ccccc2)(P(c2ccccc2)(c2ccccc2)c2ccccc2)P(c2ccccc2)(c2ccccc2)c2ccccc2)cc1. The product is Cc1ccccc1-c1cccc2c1OCCN(C(=O)OC(C)(C)C)C2. RXN SMILES: [Br:1][c:2]1[cH:3][cH:4][cH:5][c:6]2[c:12]1[O:11][CH2:10][CH2:9][N:8]([C:13](=[O:14])[O:15][C:16]([CH3:17])([CH3:18])[CH3:19])[CH2:7]2.[CH3:20][c:21]1[c:22]([B:27]([OH:28])[OH:29])[cH:23][cH:24][cH:25][cH:26]1.[CH3:31][CH2:32][OH:33].[CH3:40][c:41]1[cH:42][cH:43][cH:44][cH:45][cH:46]1.[Na+:34].[Na+:35].[O-:36][C:37](=[O:38])[O-:39].[OH2:30].[cH:47]1[cH:48][cH:49][c:50]([P:51]([Pd:52]([P:53]([c:54]2[cH:55][cH:56][cH:57][cH:58][cH:59]2)([c:60]2[cH:61][cH:62][cH:63][cH:64][cH:65]2)[c:66]2[cH:67][cH:68][cH:69][cH:70][cH:71]2)([P:72]([c:73]2[cH:74][cH:75][cH:76][cH:77][cH:78]2)([c:79]2[cH:80][cH:81][cH:82][cH:83][cH:84]2)[c:85]2[cH:86][cH:87][cH:88][cH:89][cH:90]2)[P:91]([c:92]2[cH:93][cH:94][cH:95][cH:96][cH:97]2)([c:98]2[cH:99][cH:100][cH:101][cH:102][cH:103]2)[c:104]2[cH:105][cH:106][cH:107][cH:108][cH:109]2)([c:110]2[cH:111][cH:112][cH:113][cH:114][cH:115]2)[c:116]2[cH:117][cH:118][cH:119][cH:120][cH:121]2)[cH:122][cH:123]1>>[c:2]1(-[c:22]2[c:21]([CH3:20])[cH:26][cH:25][cH:24][cH:23]2)[cH:3][cH:4][cH:5][c:6]2[c:12]1[O:11][CH2:10][CH2:9][N:8]([C:13](=[O:14])[O:15][C:16]([CH3:17])([CH3:18])[CH3:19])[CH2:7]2. Starting materials: C(#N)C=1C=C(C=CC1)C=1C=CC2=C(C(=C(O2)C2=CC=C(C=C2)F)C(=O)NC)C1 (5-(3-cyanophenyl)-2-(4-fluorophenyl)-N-methylbenzofuran-3-carboxamide), N[C@@H](CO)C(C)C ((R)-2-amino-3-methylbutan-1-ol). The reagents and catalysts are [Cl-].[Zn+2].[Cl-] (Zinc chloride). Run in C1(=CC=CC=C1)Cl (PhCl). The product is FC1=CC=C(C=C1)C=1OC2=C(C1C(=O)NC)C=C(C=C2)C2=CC(=CC=C2)C=2OC[C@H](N2)C(C)C ((R)-2-(4-Fluorophenyl)-5-(3-(4-isopropyl-4,5-dihydrooxazol-2-yl)phenyl)-N-methylbenzofuran-3-carboxamide). The yield is 26.4%. Reaction SMILES: [C:1]([C:3]1[CH:4]=[C:5]([C:9]2[CH:10]=[CH:11][C:12]3[O:16][C:15]([C:17]4[CH:22]=[CH:21][C:20]([F:23])=[CH:19][CH:18]=4)=[C:14]([C:24]([NH:26][CH3:27])=[O:25])[C:13]=3[CH:28]=2)[CH:6]=[CH:7][CH:8]=1)#[N:2].N[C@H:30]([CH:33]([CH3:35])[CH3:34])[CH2:31][OH:32]>C1(Cl)C=CC=CC=1.[Cl-].[Zn+2].[Cl-]>[F:23][C:20]1[CH:21]=[CH:22][C:17]([C:15]2[O:16][C:12]3[CH:11]=[CH:10][C:9]([C:5]4[CH:6]=[CH:7][CH:8]=[C:3]([C:1]5[O:32][CH2:31][C@@H:30]([CH:33]([CH3:35])[CH3:34])[N:2]=5)[CH:4]=4)=[CH:28][C:13]=3[C:14]=2[C:24]([NH:26][CH3:27])=[O:25])=[CH:18][CH:19]=1 |f:3.4.5|. Reported procedure: Zinc chloride (8 mg, 0.054 mmol) was added to a stirring solution of 5-(3-cyanophenyl)-2-(4-fluorophenyl)-N-methylbenzofuran-3-carboxamide (40 mg, 0.108 mmol) and (R)-2-amino-3-methylbutan-1-ol (111 mg, 1.08 mmol) in PhCl (3 mL) at rt. It was subjected for two interactions to microwave irradiation for 1 hr at 200° C. The mixture was concentrated and purified by preparative reverse phase HPLC on a C18 column using a suitably buffered H2O/CH3CN gradient, and concentrated to give the titled compoun... The product is C1(CC1)CNC(C1=CN=C(C=C1)OCC=1N(N=NC1C1=CC=CC=C1)C)=O (N-Cyclopropylmethyl-6-(3-methyl-5-phenyl-3H-[1,2,3]triazol-4-ylmethoxy)-nicotinamide). Reactants: CN1N=NC(=C1COC1=NC=C(C(=O)O)C=C1)C1=CC=CC=C1 (6-(3-methyl-5-phenyl-3H-[1,2,3]triazol-4-ylmethoxy)-nicotinic acid), NCC1CC1 (aminomethylcyclopropane). Reported procedure: As described for example 2b, 6-(3-methyl-5-phenyl-3H-[1,2,3]triazol-4-ylmethoxy)-nicotinic acid (155 mg, 0.5 mmol) was converted, using aminomethylcyclopropane instead of 4-aminotetrahydropyran, to the title compound (143 mg, 79%) which was obtained as a white solid. MS: m/e=364.2 [M+H]+. As a reaction SMILES: [CH3:1][N:2]1[C:6]([CH2:7][O:8][C:9]2[CH:17]=[CH:16][C:12]([C:13]([OH:15])=O)=[CH:11][N:10]=2)=[C:5]([C:18]2[CH:23]=[CH:22][CH:21]=[CH:20][CH:19]=2)[N:4]=[N:3]1.[NH2:24][CH2:25][CH:26]1[CH2:28][CH2:27]1>>[CH:26]1([CH2:25][NH:24][C:13](=[O:15])[C:12]2[CH:16]=[CH:17][C:9]([O:8][CH2:7][C:6]3[N:2]([CH3:1])[N:3]=[N:4][C:5]=3[C:18]3[CH:23]=[CH:22][CH:21]=[CH:20][CH:19]=3)=[N:10][CH:11]=2)[CH2:28][CH2:27]1. The yield is 79.0%. Reactants: CCOC(=O)c1ccc(Nc2nccc(-n3ccnc3)n2)cc1, CCOC(=O)c1ccc(Nc2nccc(-c3cccnc3)n2)cc1. Yields the product O=C(O)c1ccc(Nc2nccc(-n3ccnc3)n2)cc1. Reaction SMILES: [CH2:1]([CH3:2])[O:3][C:4]([c:5]1[cH:6][cH:7][c:8]([NH:11][c:12]2[n:13][cH:14][cH:15][c:16](-[n:18]3[cH:19][n:20][cH:21][cH:22]3)[n:17]2)[cH:9][cH:10]1)=[O:23].[CH2:24]([O:25][C:26](=[O:27])[c:28]1[cH:29][cH:30][c:31]([NH:32][c:33]2[n:34][c:35](-[c:36]3[cH:37][n:38][cH:39][cH:40][cH:41]3)[cH:42][cH:43][n:44]2)[cH:45][cH:46]1)[CH3:47]>>[O:3]=[C:4]([c:5]1[cH:6][cH:7][c:8]([NH:11][c:12]2[n:13][cH:14][cH:15][c:16](-[n:18]3[cH:19][n:20][cH:21][cH:22]3)[n:17]2)[cH:9][cH:10]1)[OH:23]. Starting materials: ClC1=C(C=CC(=C1)Cl)C=1N=C(C(=NC1CC)N[C@@H]1CNC[C@@H]1OCC)CC (5-(2,4-dichlorophenyl)-N-[(cis)-4-ethoxypyrrolidin-3-yl]-3,6-diethylpyrazin-2-amine), C(C)C=1C(=NC(=CN1)CC)N[C@@H]1CN(C[C@@H]1OCCF)C(=O)OCC1=CC=CC=C1 (benzyl (3R,4S)-3-[(3,6-diethylpyrazin-2-yl)amino]-4-(2-fluoroethoxy)pyrrolidine-1-carboxylate). Product: C(C)C=1C(=NC(=CN1)CC)N[C@@H]1CNC[C@@H]1OCCF (3,6-diethyl-N-[(3R,4S)-4-(2-fluoroethoxy)pyrrolidin-3-yl]pyrazin-2-amine). RXN SMILES: ClC1C=C(Cl)C=CC=1C1N=C(CC)C(N[C@H]2[C@@H](OCC)CNC2)=NC=1CC.[CH2:28]([C:30]1[C:31]([NH:38][C@H:39]2[C@@H:43]([O:44][CH2:45][CH2:46][F:47])[CH2:42][N:41](C(OCC3C=CC=CC=3)=O)[CH2:40]2)=[N:32][C:33]([CH2:36][CH3:37])=[CH:34][N:35]=1)[CH3:29]>>[CH2:28]([C:30]1[C:31]([NH:38][C@H:39]2[C@@H:43]([O:44][CH2:45][CH2:46][F:47])[CH2:42][NH:41][CH2:40]2)=[N:32][C:33]([CH2:36][CH3:37])=[CH:34][N:35]=1)[CH3:29]. Procedure details: Following the procedure for the preparation of 5-(2,4-dichlorophenyl)-N-[(cis)-4-ethoxypyrrolidin-3-yl]-3,6-diethylpyrazin-2-amine but substituting benzyl (3R,4S)-3-[(3,6-diethylpyrazin-2-yl)amino]-4-(2-fluoroethoxy)pyrrolidine-1-carboxylate and making non-critical variations provided the title compound as an oil: 1H NMR (400 MHz, CDCl3) δ) 7.65, 5.21, 4.64, 4.53, 4.07, 3.81-3.61, 3.40, 3.22, 3.14, 2.82, 2.62, 1.33-1.25; IR (liq.) 3437, 2969 (s), 2936 (s), 2874, 2348 (w), 1580 (s), 1546 (s), 149... Starting materials: NC1=CC=C(C=C1)NNC=O (2-(4-aminophenyl)-1-formylhydrazine), ClC1=C(C=C(C=C1)S(=O)(=O)Cl)[N+](=O)[O-] (4-chloro-3-nitrobenzenesulfonyl chloride), [Cl-] (chloride). Solvent: CN(C(C)=O)C (N,N-dimethylacetamide), C(C)#N (acetonitrile), N1=CC=CC=C1 (pyridine). Run at temperature -5 celsius. Product: ClC1=C(C=C(C=C1)S(=O)(=O)NC1=CC=C(C=C1)NNC=O)[N+](=O)[O-] (2-[4-(4-chloro-3-nitrobenzenesulfonamido)phenyl]-1-formylhydrazine). Isolated yield 77.8%. Reaction SMILES: [NH2:1][C:2]1[CH:7]=[CH:6][C:5]([NH:8][NH:9][CH:10]=[O:11])=[CH:4][CH:3]=1.[Cl:12][C:13]1[CH:18]=[CH:17][C:16]([S:19](Cl)(=[O:21])=[O:20])=[CH:15][C:14]=1[N+:23]([O-:25])=[O:24].[Cl-]>CN(C)C(=O)C.C(#N)C.N1C=CC=CC=1>[Cl:12][C:13]1[CH:18]=[CH:17][C:16]([S:19]([NH:1][C:2]2[CH:3]=[CH:4][C:5]([NH:8][NH:9][CH:10]=[O:11])=[CH:6][CH:7]=2)(=[O:21])=[O:20])=[CH:15][C:14]=1[N+:23]([O-:25])=[O:24]. Reported procedure: In 90 ml of N,N-dimethylacetamide, 76 ml of acetonitrile, and 17 ml cf pyridine were dissolved 35.4 g of 2-(4-aminophenyl)-1-formylhydrazine in a nitrogen gas atmosphere and after cooling the solution to -5° C., 59.9 g of 4-chloro-3-nitrobenzenesulfonyl chloride were gradually added to the solution while cooling with stirring so that the liquid temperature was not over -5° C. After further stirring the mixture for 1.5 hours at temperature below -5° C., the temperature was raised to room temperat... Starting materials: ClC=1C(=C(C(=C(C1)C(C)Cl)OCC)C=1C=CC(=NC1)C(=O)N(C)C)C (5-[3-Chloro-5-(1-chloroethyl)-6-ethoxy-2-methylphenyl]-N,N-dimethylpyridine-2-carboxamide), IC1=NNC2=NC=NC(=C21)N (3-iodo-1H-pyrazolo[3,4-d]pyrimidin-4-amine), C([O-])([O-])=O.[Cs+].[Cs+] (cesium carbonate), [I-].[K+] (potassium iodide). Run in CN(C=O)C (N,N-dimethylformamide), O (water). Reaction conditions: temperature 140 celsius, time 1 hour. The product is NC1=C2C(=NC=N1)N(N=C2I)C(C)C=2C(=C(C(=C(C2)Cl)C)C=2C=CC(=NC2)C(=O)N(C)C)OCC (5-{3-[1-(4-Amino-3-iodo-1H-pyrazolo[3,4-d]pyrimidin-1-yl)ethyl]-5-chloro-2-ethoxy-6-methylphenyl}-N,N-dimethylpyridine-2-carboxamide). Isolated yield 47.2%. RXN SMILES: [I:1][C:2]1[C:10]2[C:5](=[N:6][CH:7]=[N:8][C:9]=2[NH2:11])[NH:4][N:3]=1.C(=O)([O-])[O-].[Cs+].[Cs+].[I-].[K+].[Cl:20][C:21]1[C:22]([CH3:44])=[C:23]([C:33]2[CH:34]=[CH:35][C:36]([C:39]([N:41]([CH3:43])[CH3:42])=[O:40])=[N:37][CH:38]=2)[C:24]([O:30][CH2:31][CH3:32])=[C:25]([CH:27](Cl)[CH3:28])[CH:26]=1>CN(C)C=O.O>[NH2:11][C:9]1[N:8]=[CH:7][N:6]=[C:5]2[N:4]([CH:27]([C:25]3[C:24]([O:30][CH2:31][CH3:32])=[C:23]([C:33]4[CH:34]=[CH:35][C:36]([C:39]([N:41]([CH3:42])[CH3:43])=[O:40])=[N:37][CH:38]=4)[C:22]([CH3:44])=[C:21]([Cl:20])[CH:26]=3)[CH3:28])[N:3]=[C:2]([I:1])[C:10]=12 |f:1.2.3,4.5|. Reported procedure: To a mixture of 3-iodo-1H-pyrazolo[3,4-d]pyrimidin-4-amine (from CNH Technologies, 120 mg, 0.46 mmol), cesium carbonate (200 mg, 0.62 mmol) and potassium iodide (7.0 mg, 0.042 mmol) in N,N-dimethylformamide (1 mL) was added 5-[3-chloro-5-(1-chloroethyl)-6-ethoxy-2-methylphenyl]-N,N-dimethylpyridine-2-carboxamide (160 mg, 0.42 mmol, from Example 14, step 4) and the mixture was stirred at 140° C. for 1 hour. The reaction mixture was diluted with water, extracted with ether. The combined organic la...